This data is from the Open Reaction Database (ORD), a public repository of structured organic reaction records. The task is: describe an organic reaction: reactants, conditions, products, and yield Starting materials: COC1=CC=C(CNCCNC(=O)C=2SC=CC2NC2=C3C(=NC=C2)NC=C3)C=C1 (3-(1H-Pyrrolo[2,3-b]pyridin-4-ylamino)-thiophene-2-carboxylic acid [2-(4-methoxy-benzylamino)-ethyl]-amide), ClC1=C(C=C(C=O)C=C1)C(F)(F)F (4-chloro-3-(trifluoromethyl)benzaldehyde). Product: ClC1=C(C=C(CNCCNC(=O)C=2SC=CC2NC2=C3C(=NC=C2)NC=C3)C=C1)C(F)(F)F (3-(1H-Pyrrolo[2,3-b]pyridin-4-ylamino)-thiophene-2-carboxylic acid [2-(4-chloro-3-trifluoromethyl-benzylamino)-ethyl]-amide). RXN SMILES: COC1C=CC(C[NH:8][CH2:9][CH2:10][NH:11][C:12]([C:14]2[S:15][CH:16]=[CH:17][C:18]=2[NH:19][C:20]2[CH:25]=[CH:24][N:23]=[C:22]3[NH:26][CH:27]=[CH:28][C:21]=23)=[O:13])=CC=1.[Cl:31][C:32]1[CH:39]=[CH:38][C:35]([CH:36]=O)=[CH:34][C:33]=1[C:40]([F:43])([F:42])[F:41]>>[Cl:31][C:32]1[CH:39]=[CH:38][C:35]([CH2:36][NH:8][CH2:9][CH2:10][NH:11][C:12]([C:14]2[S:15][CH:16]=[CH:17][C:18]=2[NH:19][C:20]2[CH:25]=[CH:24][N:23]=[C:22]3[NH:26][CH:27]=[CH:28][C:21]=23)=[O:13])=[CH:34][C:33]=1[C:40]([F:43])([F:42])[F:41]. Procedure: This compound was prepared in an analogous manner as 3-(1H-Pyrrolo[2,3-b]pyridin-4-ylamino)-thiophene-2-carboxylic acid [2-(4-methoxy-benzylamino)-ethyl]-amide using 4-chloro-3-(trifluoromethyl)benzaldehyde instead of 4-methoxy benzaldehyde. LCMS (ESI) 494 (M+H) 1H NMR (400 MHz, DMSO-d6) δ ppm 11.52 (1H, br. s.) 10.28 (1H, s) 7.95-8.09 (2H, m) 7.81 (1H, s) 7.77 (1H, d, J=5.42 Hz) 7.56-7.64 (2H, m) 7.47 (1H, d, J=5.42 Hz) 7.29 (1H, dd, J=3.27, 2.64 Hz) 6.80 (1H, d, J=5.47 Hz) 6.42 (1H, dd, J=3.51... Starting materials: BrB(Br)Br, O=C1CN(c2ccc(Cl)cc2OCc2ccccc2)S(=O)(=O)N1, ClCCl. Product: O=C1CN(c2ccc(Cl)cc2O)S(=O)(=O)N1. RXN SMILES: [B:24]([Br:25])([Br:26])[Br:27].[CH2:1]([c:2]1[cH:3][cH:4][cH:5][cH:6][cH:7]1)[O:8][c:9]1[c:10]([N:16]2[CH2:17][C:18](=[O:23])[NH:19][S:20]2(=[O:21])=[O:22])[cH:11][cH:12][c:13]([Cl:15])[cH:14]1.[CH2:28]([Cl:29])[Cl:30]>>[OH:8][c:9]1[c:10]([N:16]2[CH2:17][C:18](=[O:23])[NH:19][S:20]2(=[O:21])=[O:22])[cH:11][cH:12][c:13]([Cl:15])[cH:14]1. Reactants: [N+](=O)([O-])C1=CC=CC=2C(C3=CC=CC(=C3C(C12)=O)[N+](=O)[O-])=O (1,8-dinitroanthraquinone), C(C)O (ethanol), O.O.O.O.O.O.O.O.O.[S-2].[Na+].[Na+] (sodium sulfide nonahydrate), [OH-].[Na+] (sodium hydroxide). The solvent is O (water). Conditions: time 8 hour. The product is NC1=CC=CC=2C(C3=CC=CC(=C3C(C12)=O)N)=O (1,8-diaminoanthraquinone). Isolated yield 73.0%. Reaction SMILES: [N+:1]([C:4]1[C:17]2[C:16](=[O:18])[C:15]3[C:10](=[CH:11][CH:12]=[CH:13][C:14]=3[N+:19]([O-])=O)[C:9](=[O:22])[C:8]=2[CH:7]=[CH:6][CH:5]=1)([O-])=O.C(O)C.O.O.O.O.O.O.O.O.O.[S-2].[Na+].[Na+].[OH-].[Na+]>O>[NH2:1][C:4]1[C:17]2[C:16](=[O:18])[C:15]3[C:10](=[CH:11][CH:12]=[CH:13][C:14]=3[NH2:19])[C:9](=[O:22])[C:8]=2[CH:7]=[CH:6][CH:5]=1 |f:2.3.4.5.6.7.8.9.10.11.12.13,14.15|. Procedure details: Add 1,8-dinitroanthraquinone (1.49 g, 5 mmol) into 56 ml ethanol and stir the mixture. Then add a reductive solution containing sodium sulfide nonahydrate (5.4 g, 22.5 mmol), sodium hydroxide (2.14 g, 53.5 mmol) dissolved in 95 ml water. The mixed solution is reflux heated for 6 hours, standing overnight, and filter the precipitate. The precipitate is recrystallized from ethanol to get red compound 2. The reactants are COc1ccc2c(Oc3ccc(C=O)cc3)c(-c3ccccc3)c(C)cc2c1, CO, CCOC(C)=O, [Na+], O=C([O-])O, OO, O=S(=O)(O)O. Yields the product COc1ccc2c(Oc3ccc(O)cc3)c(-c3ccccc3)c(C)cc2c1. RXN SMILES: [CH3:1][c:2]1[c:3](-[c:23]2[cH:24][cH:25][cH:26][cH:27][cH:28]2)[c:4]([O:14][c:15]2[cH:16][cH:17][c:18]([CH:19]=[O:20])[cH:21][cH:22]2)[c:5]2[cH:6][cH:7][c:8]([O:12][CH3:13])[cH:9][c:10]2[cH:11]1.[CH3:41][OH:42].[CH3:43][CH2:44][O:45][C:46]([CH3:47])=[O:48].[Na+:40].[O-:36][C:37]([OH:38])=[O:39].[OH:29][OH:30].[S:31]([OH:32])(=[O:33])(=[O:34])[OH:35]>>[CH3:1][c:2]1[c:3](-[c:23]2[cH:24][cH:25][cH:26][cH:27][cH:28]2)[c:4]([O:14][c:15]2[cH:16][cH:17][c:18]([OH:32])[cH:21][cH:22]2)[c:5]2[cH:6][cH:7][c:8]([O:12][CH3:13])[cH:9][c:10]2[cH:11]1. Reactants: ClC=1C=2N(C3=CC=CC=C3N1)C=CN2 (4-chloroimidazo[1,2-a]quinoxaline), C(C)(C)N (isopropylamine). Product: C(C)(C)NC=1C=2N(C3=CC=CC=C3N1)C=CN2 (4-isopropylaminoimidazo[1,2-a]quinoxaline). As a reaction SMILES: Cl[C:2]1[C:3]2[N:4]([CH:12]=[CH:13][N:14]=2)[C:5]2[C:10]([N:11]=1)=[CH:9][CH:8]=[CH:7][CH:6]=2.[CH:15]([NH2:18])([CH3:17])[CH3:16]>>[CH:15]([NH:18][C:2]1[C:3]2[N:4]([CH:12]=[CH:13][N:14]=2)[C:5]2[C:10]([N:11]=1)=[CH:9][CH:8]=[CH:7][CH:6]=2)([CH3:17])[CH3:16]. Procedure details: By reaction of 4-chloroimidazo[1,2-a]quinoxaline (example 1) with isopropylamine according to a procedure that is similar to that followed in example 3 there is obtained 4-isopropylaminoimidazo[1,2-a]quinoxaline. m.p. (DSC)=102.7° C. (onset); IR (KBr): 3230, 2966, 1559 cm-1 ; 1H-NMR (DMSO-d6): δ8.55 (1H,s), 8.2÷7.95 (1H,m), 7.6÷7.4 (2H,m), 7.4÷7.2 (3H,m), 4.5 (1H,m), 1.25 (6H,d); UV (EtOH): λmax =227, 244, 285, 297, 318, 332 nm. Elementary analysis for C13H14N4 (m.w. 226.28): calcd. C 69.00, H 6... Reactants: O=C(NC1CCCN(Cc2ccccc2)C1)c1ccc2[nH]ncc2c1, CCO, CCOC(C)=O, O=C[O-], [NH4+]. The product is O=C(NC1CCCNC1)c1ccc2[nH]ncc2c1. RXN SMILES: [CH2:5]([c:6]1[cH:7][cH:8][cH:9][cH:10][cH:11]1)[N:12]1[CH2:13][CH:14]([NH:18][C:19](=[O:20])[c:21]2[cH:22][c:23]3[cH:24][n:25][nH:26][c:27]3[cH:28][cH:29]2)[CH2:15][CH2:16][CH2:17]1.[CH3:30][CH2:31][OH:32].[CH3:33][CH2:34][O:35][C:36](=[O:37])[CH3:38].[CH:1]([O-:2])=[O:3].[NH4+:4]>>[NH:12]1[CH2:13][CH:14]([NH:18][C:19](=[O:20])[c:21]2[cH:22][c:23]3[cH:24][n:25][nH:26][c:27]3[cH:28][cH:29]2)[CH2:15][CH2:16][CH2:17]1. Starting materials: CN(N)C1=NC(=NS1)C(Cl)(Cl)Cl (5-(1-methylhydrazino)-3-trichloromethyl-1,2,4-thiadiazole), C(C=1C(O)=CC=CC1)=O (salicylaldehyde). Solvent: C(C)O (ethanol). Reaction conditions: temperature 37 celsius. The product is CN(N=CC=1C(O)=CC=CC1)C1=NC(=NS1)C(Cl)(Cl)Cl (1-Methyl-1-(3-Trichloromethyl-1,2,4-thidiazol-5-yl)-2-Salicylidenehydrazine). Isolated yield 61.0%. Reaction SMILES: [CH3:1][N:2]([C:4]1[S:8][N:7]=[C:6]([C:9]([Cl:12])([Cl:11])[Cl:10])[N:5]=1)[NH2:3].[CH:13](=O)[C:14]1[C:15](=[CH:17][CH:18]=[CH:19][CH:20]=1)[OH:16]>C(O)C>[CH3:1][N:2]([C:4]1[S:8][N:7]=[C:6]([C:9]([Cl:10])([Cl:12])[Cl:11])[N:5]=1)[N:3]=[CH:13][C:14]1[C:15](=[CH:17][CH:18]=[CH:19][CH:20]=1)[OH:16]. Reported procedure: A mixture of 2.50 g (0.01 mole) 5-(1-methylhydrazino)-3-trichloromethyl-1,2,4-thiadiazole and 1.30 g (0.01 mole) salicylaldehyde was stirred. An exothermic reaction ensued and the reaction mixture warmed to 37° C. After 15 minutes ethanol was added and the solid product extracted. The product crystallized and was filtered to yield 2.15 g (61% yield) [mp. 207°-209° C. (dec)].